Task: describe an organic reaction: reactants, conditions, products, and yield. Dataset: the Open Reaction Database (ORD), a public repository of structured organic reaction records Reactants: CCCCCCCCC(NC1CSc2ccccc2N(CC(=O)OC(C)(C)C)C1=O)C(=O)OCC, Cl, C1COCCO1. Yields the product CCCCCCCCC(NC1CSc2ccccc2N(CC(=O)O)C1=O)C(=O)OCC. Reaction SMILES: [CH2:1]([CH3:2])[O:3][C:4](=[O:5])[CH:6]([CH2:7][CH2:8][CH2:9][CH2:10][CH2:11][CH2:12][CH2:13][CH3:14])[NH:15][CH:16]1[CH2:17][S:18][c:19]2[c:20]([cH:32][cH:33][cH:34][cH:35]2)[N:21]([CH2:24][C:25](=[O:26])[O:27][C:28]([CH3:29])([CH3:30])[CH3:31])[C:22]1=[O:23].[ClH:36].[O:37]1[CH2:38][CH2:39][O:40][CH2:41][CH2:42]1>>[CH2:1]([CH3:2])[O:3][C:4](=[O:5])[CH:6]([CH2:7][CH2:8][CH2:9][CH2:10][CH2:11][CH2:12][CH2:13][CH3:14])[NH:15][CH:16]1[CH2:17][S:18][c:19]2[c:20]([cH:32][cH:33][cH:34][cH:35]2)[N:21]([CH2:24][C:25](=[O:26])[OH:27])[C:22]1=[O:23].